Dataset: the Open Reaction Database (ORD), a public repository of structured organic reaction records. Task: describe an organic reaction: reactants, conditions, products, and yield Starting materials: CCCC[N+](CCCC)(CCCC)CCCC, C1CCOC1, CC(C)C(NC(=O)OCC[Si](C)(C)C)C(=O)N1CCC(O)(c2ccc(Cl)cc2)C2(CC2)C1, [F-]. Yields the product CC(C)C(N)C(=O)N1CCC(O)(c2ccc(Cl)cc2)C2(CC2)C1. RXN SMILES: [CH2:34]([N+:35]([CH2:36][CH2:37][CH2:38][CH3:39])([CH2:40][CH2:41][CH2:42][CH3:43])[CH2:44][CH2:45][CH2:46][CH3:47])[CH2:48][CH2:49][CH3:50].[CH2:51]1[O:52][CH2:53][CH2:54][CH2:55]1.[Cl:1][c:2]1[cH:3][cH:4][c:5]([C:8]2([OH:32])[CH2:9][CH2:10][N:11]([C:16]([CH:17]([CH:18]([CH3:19])[CH3:20])[NH:21][C:22](=[O:23])[O:24][CH2:25][CH2:26][Si:27]([CH3:28])([CH3:29])[CH3:30])=[O:31])[CH2:12][C:13]23[CH2:14][CH2:15]3)[cH:6][cH:7]1.[F-:33]>>[Cl:1][c:2]1[cH:3][cH:4][c:5]([C:8]2([OH:32])[CH2:9][CH2:10][N:11]([C:16]([CH:17]([CH:18]([CH3:19])[CH3:20])[NH2:21])=[O:31])[CH2:12][C:13]23[CH2:14][CH2:15]3)[cH:6][cH:7]1. Reactants: NC1=C(C=C(C=C1)S(F)(F)(F)(F)F)Br (4-amino-3-bromophenylsulfur pentafluoride), C(=O)([O-])[O-].[Cs+].[Cs+] (Cs2CO3), O (water), CB1OB(OB(O1)C)C (trimethylboroxine). Reagents/catalysts: Cl[Pd]Cl (PdCl2). Reaction SMILES: C([O-])([O-])=O.[Cs+].[Cs+].O.[CH3:8]B1OB(C)OB(C)O1.[NH2:17][C:18]1[CH:23]=[CH:22][C:21]([S:24]([F:29])([F:28])([F:27])([F:26])[F:25])=[CH:20][C:19]=1Br>C(COC)OC.CCOCC.Cl[Pd]Cl.C(Cl)Cl>[NH2:17][C:18]1[CH:23]=[CH:22][C:21]([S:24]([F:29])([F:28])([F:27])([F:26])[F:25])=[CH:20][C:19]=1[CH3:8] |f:0.1.2|. Isolated yield 86.2%. Procedure details: A mixture Of Cs2CO3 (794 g, 2.7 mol), dimethoxyethane (2 l), water (300 ml) and trimethylboroxine (50 percent solution in THF, 225 g. 0.9 mol) was heated to 70° C., PdCl2 (dppf)×CH2Cl2 (37 g. 45 μmmol) was added, and a solution of 4-amino-3-bromophenylsulfur pentafluoride (270 g., 0.9 mol) in dimethoxyethane (400 ml) was added dropwise over the course of 2 h while the reaction mixture was heated to reflux. It was subsequently heated under reflux for a further 3 h and then cooled to room temperat... Product: NC1=C(C=C(C=C1)S(F)(F)(F)(F)F)C (4-Amino-3-methylphenylsulfur pentafluoride). Run in C(Cl)Cl (CH2Cl2), C(OC)COC (dimethoxyethane), C(OC)COC (dimethoxyethane), CCOCC (ether). Run at temperature 70 celsius. Starting materials: COc1ccc(Br)c(C)c1, O=C([O-])[O-], CN(C)C=O, [Cs+], [Cs+], FC(F)(F)c1cn[nH]c1, O. Product: COc1ccc(-n2cc(C(F)(F)F)cn2)c(C)c1. RXN SMILES: [Br:1][c:2]1[c:3]([CH3:10])[cH:4][c:5]([O:8][CH3:9])[cH:6][cH:7]1.[C:20](=[O:21])([O-:22])[O-:23].[CH3:26][N:27]([CH3:28])[CH:29]=[O:30].[Cs+:24].[Cs+:25].[F:11][C:12]([c:13]1[cH:14][n:15][nH:16][cH:17]1)([F:18])[F:19].[OH2:31]>>[c:2]1(-[n:15]2[cH:14][c:13]([C:12]([F:11])([F:18])[F:19])[cH:17][n:16]2)[c:3]([CH3:10])[cH:4][c:5]([O:8][CH3:9])[cH:6][cH:7]1.